This data is from the Open Reaction Database (ORD), a public repository of structured organic reaction records. The task is: describe an organic reaction: reactants, conditions, products, and yield Reactants: FC(C(=O)O)(F)F (trifluoroacetic acid), COC=1C=CC2=C(CC(CO2)=O)C1 (6-methoxy-2H-[1]-benzopyran-3-one), C(CC)NCCC(=O)OC (methyl 3-(propylamino)-propionate), FC(C(=O)O)(F)F (trifluoroacetic acid). The solvent is C1(=CC=CC=C1)C (toluene). Yields the product COC=1C=CC2=C(C1)C1=C(N(CCC1=O)CCC)CO2 (9-methoxy-4-propyl-1,2,3,5-tetrahydro-4H-[1]-benzopyrano[3,4-b]pyridin-1-one). Reaction SMILES: [CH3:1][O:2][C:3]1[CH:4]=[CH:5][C:6]2[O:11][CH2:10][C:9](=O)[CH2:8][C:7]=2[CH:13]=1.[CH2:14]([NH:17][CH2:18][CH2:19][C:20](OC)=[O:21])[CH2:15][CH3:16].FC(F)(F)C(O)=O>C1(C)C=CC=CC=1>[CH3:1][O:2][C:3]1[CH:4]=[CH:5][C:6]2[O:11][CH2:10][C:9]3[N:17]([CH2:14][CH2:15][CH3:16])[CH2:18][CH2:19][C:20](=[O:21])[C:8]=3[C:7]=2[CH:13]=1. Reported procedure: A mixture of 8.9 g of 6-methoxy-2H-[1]-benzopyran-3-one, 7.46 g of methyl 3-(propylamino)-propionate, 0.8 ml of trifluoroacetic acid in 80 ml toluene is refluxed for 7 hours in a Dean Stark apparatus; additional 0.8 ml portions of trifluoroacetic acid are added at 2, 4 and 6 hours. The reaction mixture is cooled and the solvent is removed in vacuo. The residue is crystallized from ether/methanol to afford 9-methoxy-4-propyl-1,2,3,5-tetrahydro-4H-[1]-benzopyrano[3,4-b]pyridin-1-one, m.p. 97°-100°...